This data is from the Open Reaction Database (ORD), a public repository of structured organic reaction records. The task is: describe an organic reaction: reactants, conditions, products, and yield Starting materials: ClCC=1N=C(OC1C)C1=C(C=CC=C1)C (4-chloromethyl-5-methyl-2-o-tolyl-oxazole), C([O-])([O-])=O.[Cs+].[Cs+] (cesium carbonate), [I-].[K+] (potassium iodide), COC([C@H](CC1=C(C=C(C=C1)O)F)OCC)=O ((2S)-2-ethoxy-3-(2-fluoro-4-hydroxy-phenyl)-propionic acid methyl ester). Product: COC([C@H](CC1=C(C=C(C=C1)OCC=1N=C(OC1C)C1=C(C=CC=C1)C)F)OCC)=O ((S)-2-ethoxy-3-[2-fluoro-4-(5-methyl-2-o-tolyl-oxazol-4-ylmethoxy)-phenyl]-propionic acid methyl ester). RXN SMILES: [CH3:1][O:2][C:3](=[O:17])[C@@H:4]([O:14][CH2:15][CH3:16])[CH2:5][C:6]1[CH:11]=[CH:10][C:9]([OH:12])=[CH:8][C:7]=1[F:13].Cl[CH2:19][C:20]1[N:21]=[C:22]([C:26]2[CH:31]=[CH:30][CH:29]=[CH:28][C:27]=2[CH3:32])[O:23][C:24]=1[CH3:25].C(=O)([O-])[O-].[Cs+].[Cs+].[I-].[K+]>>[CH3:1][O:2][C:3](=[O:17])[C@@H:4]([O:14][CH2:15][CH3:16])[CH2:5][C:6]1[CH:11]=[CH:10][C:9]([O:12][CH2:19][C:20]2[N:21]=[C:22]([C:26]3[CH:31]=[CH:30][CH:29]=[CH:28][C:27]=3[CH3:32])[O:23][C:24]=2[CH3:25])=[CH:8][C:7]=1[F:13] |f:2.3.4,5.6|. Procedure details: In analogy to the procedure described in example 1 f], (2S)-2-ethoxy-3-(2-fluoro-4-hydroxy-phenyl)-propionic acid methyl ester (example 13 f]) was reacted with 4-chloromethyl-5-methyl-2-o-tolyl-oxazole (example 1 e]) in the presence of cesium carbonate and potassium iodide to yield (S)-2-ethoxy-3-[2-fluoro-4-(5-methyl-2-o-tolyl-oxazol-4-ylmethoxy)-phenyl]-propionic acid methyl ester as colorless oil. The reactants are O=C1CCC(=O)N1Br, CS(C)=O, Cc1ccccc1, O, C1=Cc2c(cccc2-c2cccc3ccccc23)C1, Cc1ccc(S(=O)(=O)O)cc1. Product: BrC1=Cc2c(cccc2-c2cccc3ccccc23)C1. RXN SMILES: [Br:24][N:25]1[C:26](=[O:27])[CH2:28][CH2:29][C:30]1=[O:31].[CH3:20][S:21]([CH3:22])=[O:23].[CH3:44][c:45]1[cH:46][cH:47][cH:48][cH:49][cH:50]1.[OH2:43].[c:1]1(-[c:11]2[c:12]3[c:16]([cH:17][cH:18][cH:19]2)[CH2:15][CH:14]=[CH:13]3)[cH:2][cH:3][cH:4][c:5]2[cH:6][cH:7][cH:8][cH:9][c:10]12.[c:32]1([CH3:33])[cH:34][cH:35][c:36]([S:37]([OH:38])(=[O:39])=[O:40])[cH:41][cH:42]1>>[c:1]1(-[c:11]2[c:12]3[c:16]([cH:17][cH:18][cH:19]2)[CH2:15][C:14]([Br:24])=[CH:13]3)[cH:2][cH:3][cH:4][c:5]2[cH:6][cH:7][cH:8][cH:9][c:10]12. Starting materials: solution, [F-].C(CCC)[N+](CCCC)(CCCC)CCCC (tetrabutylammonium fluoride), C(C)(C)(C)OC(=O)N[C@@]1(C[C@@H]2SC[C@H](N2C1=O)C(=O)OC)CO[Si](C)(C)C(C)(C)C (methyl (3R,6S,7aS)-6-tert-butoxycarbonylamino-6-(tert-butyldimethylsilanyloxymethyl)-5-oxohexahydropyrrolo[2,1-b]thiazole-3-carboxylate). Solvent: C1CCOC1 (THF). Conditions: temperature 0 celsius, time 2 hour. The product is C(C)(C)(C)OC(=O)N[C@@]1(C[C@@H]2SC[C@H](N2C1=O)C(=O)OC)CO (Methyl (3R,6S,7aS)-6-tert-butoxycarbonylamino-6-hydroxymethyl-5-oxohexahydropyrrolo[2,1-b]thiazole-3-carboxylate). Reaction SMILES: [C:1]([O:5][C:6]([NH:8][C@@:9]1([CH2:22][O:23][Si](C(C)(C)C)(C)C)[C:16](=[O:17])[N:15]2[C@@H:11]([S:12][CH2:13][C@H:14]2[C:18]([O:20][CH3:21])=[O:19])[CH2:10]1)=[O:7])([CH3:4])([CH3:3])[CH3:2].[F-].C([N+](CCCC)(CCCC)CCCC)CCC>C1COCC1>[C:1]([O:5][C:6]([NH:8][C@@:9]1([CH2:22][OH:23])[C:16](=[O:17])[N:15]2[C@@H:11]([S:12][CH2:13][C@H:14]2[C:18]([O:20][CH3:21])=[O:19])[CH2:10]1)=[O:7])([CH3:4])([CH3:3])[CH3:2] |f:1.2|. Procedure details: 337 mg of methyl (3R,6S,7aS)-6-tert-butoxycarbonylamino-6-(tert-butyldimethylsilanyloxymethyl)-5-oxohexahydropyrrolo[2,1-b]thiazole-3-carboxylate were dissolved in 10 ml of THF and cooled to 0° C. A 1 M solution of tetrabutylammonium fluoride was added dropwise, and the mixture was allowed to reach room temperature within 2 h. It was then partitioned between 120 ml of saturated ammonium chloride solution and 120 ml of ethyl acetate. The aqueous phase was extracted twice with 40 ml of ethyl aceta... Reactants: O=C([O-])[O-], CNO, O=C(O)CCCCCCCl, ClCCl, Cl, [K+], [K+], O=S(Cl)Cl. Product: CN(O)C(=O)CCCCCCCl. Reaction SMILES: [C:15](=[O:16])([O-:17])[O-:18].[CH3:21][NH:22][OH:23].[Cl:1][CH2:2][CH2:3][CH2:4][CH2:5][CH2:6][CH2:7][C:8](=[O:9])[OH:10].[Cl:25][CH2:26][Cl:27].[ClH:24].[K+:19].[K+:20].[S:11]([Cl:12])([Cl:13])=[O:14]>>[Cl:1][CH2:2][CH2:3][CH2:4][CH2:5][CH2:6][CH2:7][C:8](=[O:10])[N:22]([CH3:21])[OH:23]. Starting materials: resultant mixture, CN1CCOCC1 (N-Methylmorpholine), ClC(=O)OCC(C)C (isobutyl chloroformate), C(C)(C)(C)OC(=O)N[C@@H](CC(=O)O)CC1=C(C=C(C(=C1)F)F)F ((3R)-3-[(tert-butoxycarbonyl)amino]-4-(2,4,5-trifluorophenyl)butanoic acid), Cl.C(C1=CC=CC=C1)C1C(N(CCCN1)C)=O (3-Benzylhexahydro-1-methyl-2H-1,4-diazepin-2-one hydrochloride), CN1CCOCC1 (N-methylmorpholine), C(C)O.CC1=C(C=CC(=C1)Cl)OCCCC(=O)O (ethanol bexane). The solvent is C1CCOC1 (THF), CN(C)C=O (DMF). Reaction conditions: temperature -20 celsius, time 36 hour. Yields the product C(C)(C)(C)OC(=O)N[C@@H](CC(=O)N1[C@@H](C(N(CCC1)C)=O)CC1=CC=CC=C1)CC1=C(C=C(C(=C1)F)F)F ((3R)-4-[(3R)-3-[(tert-butoxycarbonyl)amino]-4-(2,4,5-trifluorophenyl)butanoyl]-3-benzylhexahydro-1-methyl-2H-1,4-diazepin-2-one). Reaction SMILES: CN1CCOCC1.ClC(OCC(C)C)=O.[C:16]([O:20][C:21]([NH:23][C@H:24]([CH2:29][C:30]1[CH:35]=[C:34]([F:36])[C:33]([F:37])=[CH:32][C:31]=1[F:38])[CH2:25][C:26]([OH:28])=O)=[O:22])([CH3:19])([CH3:18])[CH3:17].Cl.[CH2:40]([CH:47]1[NH:53][CH2:52][CH2:51][CH2:50][N:49]([CH3:54])[C:48]1=[O:55])[C:41]1[CH:46]=[CH:45][CH:44]=[CH:43][CH:42]=1.C(O)C.CC1C=C(Cl)C=CC=1OCCCC(O)=O>C1COCC1.CN(C=O)C>[C:16]([O:20][C:21]([NH:23][C@H:24]([CH2:29][C:30]1[CH:35]=[C:34]([F:36])[C:33]([F:37])=[CH:32][C:31]=1[F:38])[CH2:25][C:26]([N:53]1[CH2:52][CH2:51][CH2:50][N:49]([CH3:54])[C:48](=[O:55])[C@H:47]1[CH2:40][C:41]1[CH:46]=[CH:45][CH:44]=[CH:43][CH:42]=1)=[O:28])=[O:22])([CH3:17])([CH3:18])[CH3:19] |f:3.4,5.6|. Procedure: N-Methylmorpholine (0.048 mL) and isobutyl chloroformate (0.026 mL) were added to a stirred solution of (3R)-3-[(tert-butoxycarbonyl)amino]-4-(2,4,5-trifluorophenyl)butanoic acid (67 mg) in THF (1 mL) at −20° C. and the resultant mixture was stirred for 1 h. 3-Benzylhexahydro-1-methyl-2H-1,4-diazepin-2-one hydrochloride obtained in Step B above (48 mg) and N-methylmorpholine (0.024 mL) in DMF (1 mL) were added. The mixture was stirred for 30 min at −20° C. and for 36 h at ambient temperature, an... The reactants are O=[N+]([O-])c1ccc(Br)cn1, CCN1CCNCC1, CCCC[N+](CCCC)(CCCC)CCCC, CS(C)=O, [I-], [K+], [K+], O=C([O-])[O-], O. The product is CCN1CCN(c2ccc([N+](=O)[O-])nc2)CC1. Reaction SMILES: [Br:1][c:2]1[cH:3][cH:4][c:5]([N+:8](=[O:9])[O-:10])[n:6][cH:7]1.[CH2:11]([CH3:12])[N:13]1[CH2:14][CH2:15][NH:16][CH2:17][CH2:18]1.[CH2:30]([N+:31]([CH2:32][CH2:33][CH2:34][CH3:35])([CH2:36][CH2:37][CH2:38][CH3:39])[CH2:40][CH2:41][CH2:42][CH3:43])[CH2:44][CH2:45][CH3:46].[CH3:25][S:26]([CH3:27])=[O:28].[I-:29].[K+:19].[K+:20].[O-:21][C:22]([O-:23])=[O:24].[OH2:47]>>[c:2]1([N:16]2[CH2:15][CH2:14][N:13]([CH2:11][CH3:12])[CH2:18][CH2:17]2)[cH:3][cH:4][c:5]([N+:8](=[O:9])[O-:10])[n:6][cH:7]1. Reactants: Cc1cc(N(C(=O)OC(C)(C)C)C(=O)OC(C)(C)C)ncc1CBr, CCOC(=O)CC(=O)OCC, CCOC(C)=O, [H-], [Na+], CN(C)C=O. Yields the product CCOC(=O)C(Cc1cnc(N(C(=O)OC(C)(C)C)C(=O)OC(C)(C)C)cc1C)C(=O)OCC. Reaction SMILES: [C:14]([CH3:15])([CH3:16])([CH3:17])[O:18][C:19](=[O:20])[N:21]([C:22](=[O:23])[O:24][C:25]([CH3:26])([CH3:27])[CH3:28])[c:29]1[n:30][cH:31][c:32]([CH2:36][Br:37])[c:33]([CH3:35])[cH:34]1.[C:3]([CH2:4][C:5](=[O:6])[O:7][CH2:8][CH3:9])(=[O:10])[O:11][CH2:12][CH3:13].[CH3:38][CH2:39][O:40][C:41](=[O:42])[CH3:43].[H-:2].[Na+:1].[O:44]=[CH:45][N:46]([CH3:47])[CH3:48]>>[C:3]([CH:4]([C:5](=[O:6])[O:7][CH2:8][CH3:9])[CH2:36][c:32]1[cH:31][n:30][c:29]([N:21]([C:19]([O:18][C:14]([CH3:15])([CH3:16])[CH3:17])=[O:20])[C:22](=[O:23])[O:24][C:25]([CH3:26])([CH3:27])[CH3:28])[cH:34][c:33]1[CH3:35])(=[O:10])[O:11][CH2:12][CH3:13]. The reactants are Cl (HCl), [H-].[Na+] (sodium hydride), ClN1C(CCC1=O)=O (N-chlorosuccinimide), COC1=C(CC(C(=O)OCC)C(=O)OCC)C=C(C(=C1)OC)OC (diethyl 2,4,5-trimethoxybenzylmalonate). Solvent: O (water), O1CCCC1 (tetrahydrofuran). Conditions: time 15 minute. The product is ClC(C(=O)OCC)(C(=O)OCC)CC1=C(C=C(C(=C1)OC)OC)OC (diethyl α-chloro-α-(2,4,5-trimethoxybenzyl)malonate). The yield is 91.2%. Reaction SMILES: [CH3:1][O:2][C:3]1[CH:20]=[C:19]([O:21][CH3:22])[C:18]([O:23][CH3:24])=[CH:17][C:4]=1[CH2:5][CH:6]([C:12]([O:14][CH2:15][CH3:16])=[O:13])[C:7]([O:9][CH2:10][CH3:11])=[O:8].[H-].[Na+].[Cl:27]N1C(=O)CCC1=O.Cl>O1CCCC1.O>[Cl:27][C:6]([CH2:5][C:4]1[CH:17]=[C:18]([O:23][CH3:24])[C:19]([O:21][CH3:22])=[CH:20][C:3]=1[O:2][CH3:1])([C:7]([O:9][CH2:10][CH3:11])=[O:8])[C:12]([O:14][CH2:15][CH3:16])=[O:13] |f:1.2|. Reported procedure: In 70 ml of anhydrous tetrahydrofuran is dissolved 6.5 g of diethyl 2,4,5-trimethoxybenzylmalonate and, then, 760 mg of 60% oily sodium hydride is added. The mixture is stirred at room temperature for 15 minutes, after which time 2.54 g of N-chlorosuccinimide is added. The mixture is further stirred at room temperature for 30 minutes. The reaction mixture is poured into a mixture of 300 ml water and 10 ml 6N-HCl and, then, extracted with ether. The ethereal layer is washed with water, dried (ove... Reactants: ClC1=CC(C(=O)NC2=NN=NN2)=NC2=CC=CC=C12 (4-Chloro-N(1H-tetrazol-5-yl)quinaldamide), C(C)N (ethylamine). Reaction SMILES: Cl[C:2]1[C:19]2[C:14](=[CH:15][CH:16]=[CH:17][CH:18]=2)[N:13]=[C:4]([C:5]([NH:7][C:8]2[NH:12][N:11]=[N:10][N:9]=2)=[O:6])[CH:3]=1.[CH2:20]([NH2:22])[CH3:21]>>[CH2:20]([NH:22][C:2]1[C:19]2[C:14](=[CH:15][CH:16]=[CH:17][CH:18]=2)[N:13]=[C:4]([C:5]([NH:7][C:8]2[NH:12][N:11]=[N:10][N:9]=2)=[O:6])[CH:3]=1)[CH3:21]. Procedure details: 4-Chloro-N(1H-tetrazol-5-yl)quinaldamide (1 g) and aqueous ethylamine (20 ml., 70% w/w) were heated to 100° in an autoclave for 10 hours. The mixture was evaporated, the residue was dissolved in water (10 ml) and the solution was acidified with hydrochloric acid to pH 1. The solid was collected and dissolved in aqueous dimethylaminoethanol (20 ml., 5%) and the solution was warmed to 60° and acidified with dilute hydrochloric acid. 4-Ethylamino-N(1H-tetrazol-5-yl)quinaldamide was collected and dr... Product: C(C)NC1=CC(C(=O)NC2=NN=NN2)=NC2=CC=CC=C12 (4-Ethylamino-N(1H-tetrazol-5-yl)quinaldamide).